describe an organic reaction: reactants, conditions, products, and yield From a dataset of the Open Reaction Database (ORD), a public repository of structured organic reaction records. Starting materials: CC(C)(C)OC(=O)NC1CCCCC1C(=O)NCC#N, O=CO. Product: N#CCNC(=O)C1CCCCC1N. As a reaction SMILES: [C:1]([O:2][C:3](=[O:4])[NH:7][CH:8]1[CH:9]([C:14]([NH:15][CH2:16][C:17]#[N:18])=[O:19])[CH2:10][CH2:11][CH2:12][CH2:13]1)([CH3:5])([CH3:6])[CH3:20].[CH:21]([OH:22])=[O:23]>>[NH2:7][CH:8]1[CH:9]([C:14]([NH:15][CH2:16][C:17]#[N:18])=[O:19])[CH2:10][CH2:11][CH2:12][CH2:13]1. Reactants: O=C1N(C(SC1)=S)C1CC(CCC1)C(=O)O (3-(4-oxo-2-thioxo-thiazolidin-3-yl)-cyclohexanecarboxylic acid), C(C)O (ethanol), C1(CCCCC1)C1=CC=C(C=C1)C1=CC=C(O1)C=O (5-(4-cyclohexyl-phenyl)-furan-2-carbaldehyde), diethylenediamine diacetate. Run in CO (methanol), ClCCl (dichloromethane), [Cl-].[NH4+] (ammonium chloride). Conditions: time 65 hour. Yields the product C1(CCCCC1)C1=CC=C(C=C1)C1=CC=C(O1)C=C1C(N(C(S1)=S)C1CC(CCC1)C(=O)O)=O (3-{5-[1-[5-(4-cyclohexyl-phenyl)-furan-2-yl]-methylidene]-4-oxo-2-thioxo-thiazolidin-3-yl}-cyclohexanecarboxylic acid). The yield is 65.1%. Reaction SMILES: [O:1]=[C:2]1[CH2:6][S:5][C:4](=[S:7])[N:3]1[CH:8]1[CH2:13][CH2:12][CH2:11][CH:10]([C:14]([OH:16])=[O:15])[CH2:9]1.[CH:17]1([C:23]2[CH:28]=[CH:27][C:26]([C:29]3[O:33][C:32]([CH:34]=O)=[CH:31][CH:30]=3)=[CH:25][CH:24]=2)[CH2:22][CH2:21][CH2:20][CH2:19][CH2:18]1.C(O)C>CO.ClCCl.[Cl-].[NH4+]>[CH:17]1([C:23]2[CH:28]=[CH:27][C:26]([C:29]3[O:33][C:32]([CH:34]=[C:6]4[S:5][C:4](=[S:7])[N:3]([CH:8]5[CH2:13][CH2:12][CH2:11][CH:10]([C:14]([OH:16])=[O:15])[CH2:9]5)[C:2]4=[O:1])=[CH:31][CH:30]=3)=[CH:25][CH:24]=2)[CH2:18][CH2:19][CH2:20][CH2:21][CH2:22]1 |f:5.6|. Procedure: 3-(4-oxo-2-thioxo-thiazolidin-3-yl)-cyclohexanecarboxylic acid (80 mg, 0.31 mmol), 5-(4-cyclohexyl-phenyl)-furan-2-carbaldehyde (84 mg, 0.33 mmol), and diethylenediamine diacetate (59 mg, 0.33 mmol) were combined in a 20 mL vial with ethanol (5 mL) and stirred at room temperature for 65 h. The reaction mixture was diluted with 10% methanol in dichloromethane (200 mL) and aqueous ammonium chloride (20 mL) and stirred at room temperature for 15 minutes. The layers were separated and the aqueous la...